Task: describe an organic reaction: reactants, conditions, products, and yield. Dataset: the Open Reaction Database (ORD), a public repository of structured organic reaction records The reactants are COC(CCCC#CCC#CCC#CCC#CCOC1=CC=CC=C1)=O (16-phenoxyhexadeca-5,8,11,14-tetraynoic acid methyl ester), C(C(=O)O)(=O)O (oxalic acid), buffer solution, O1C(CCCC1)OC1OCCCC1 (monotetrahydropyranyl ether). Solvent: C(C)(=O)OCC (ethyl acetate). Yields the product O(C1=CC=CC=C1)CC#CCC#CCC#CCC#CCCCC(=O)O (16-phenoxyhexadeca-5,8,11,14-tetraynoic acid). Reaction SMILES: C[O:2][C:3](=[O:26])[CH2:4][CH2:5][CH2:6][C:7]#[C:8][CH2:9][C:10]#[C:11][CH2:12][C:13]#[C:14][CH2:15][C:16]#[C:17][CH2:18][O:19][C:20]1[CH:25]=[CH:24][CH:23]=[CH:22][CH:21]=1.O1CCCCC1OC1CCCCO1.C(O)(=O)C(O)=O>C(OCC)(=O)C>[O:19]([CH2:18][C:17]#[C:16][CH2:15][C:14]#[C:13][CH2:12][C:11]#[C:10][CH2:9][C:8]#[C:7][CH2:6][CH2:5][CH2:4][C:3]([OH:26])=[O:2])[C:20]1[CH:25]=[CH:24][CH:23]=[CH:22][CH:21]=1. Procedure: 540 mg of 16-phenoxyhexadeca-5,8,11,14-tetraynoic acid methyl ester weretreated with 64 ml of a pH 6.7 buffer solution (disodium hydrogen phosphate-potassium dihydrogen phosphate) obtained as described in Example1. The emulsion was vigorously stirred and 6.17 g of Sigma Lipase, Type VII, from Candida cylindracea was added, stirring for 8 hours at room temperature. The reaction mixture was then transferred to a separatory funnel with ethyl acetate (100 ml), and then acidified with saturated solut... Yield: 1.1%. Reported procedure: From the upper part of the reactor, which was the same reactor as used in the acetoxylation process in Example 1 and temperature of heating medium in the jacket was kept at 87° C., were fed butadiene at 1.7 kg/h, acetic acid at 19.1 kg/h and nitrogen gas containing 5 mol % oxygen at 40 Nm3 /h and reacted under the same reaction conditions as in the acetoxylation process in Example 1. As the result, 2100 kg of reaction products of a composition containing 13.10% of 1,4-diacetoxybutene, and 1.15% ... The reactants are C=CC=C (butadiene), C(C)(=O)O (acetic acid), O=O (oxygen), C(C)(=O)OC=CCCOC(C)=O (1,4-diacetoxybutene). The product is C(C)(=O)OC(C=C)COC(C)=O (3,4-diacetoxybutene). RXN SMILES: C=CC=C.O=O.C(O[CH:11]=[CH:12][CH2:13][CH2:14][O:15][C:16](=[O:18])[CH3:17])(=O)C.[C:19]([OH:22])(=[O:21])[CH3:20]>>[C:19]([O:22][CH:13]([CH2:14][O:15][C:16](=[O:18])[CH3:17])[CH:12]=[CH2:11])(=[O:21])[CH3:20]. The reactants are S1C=C(C=C1)C1=CC=2N(C=C1)C(=CN2)C2=CC=C(CN)C=C2 (4-(7-thien-3-yl-imidazo[1,2-a]pyridin-3-yl)-benzylamine), ClC(COC(NC=1N(N=C(C1)C(C)(C)C)C1=CC=C(C=C1)C)=O)(Cl)Cl ((5-tert-butyl-2-p-tolyl-2H-pyrazol-3-yl)-carbamic acid 2,2,2-trichloro-ethyl ester), C(C)(C)N(CC)C(C)C (diisopropylethylamine). Solvent: CS(=O)C (DMSO). Reaction conditions: temperature 62 celsius. The product is C(C)(C)(C)C=1C=C(N(N1)C1=CC=C(C=C1)C)NC(=O)NCC1=CC=C(C=C1)C1=CN=C2N1C=CC(=C2)C2=CSC=C2 (1-(5-tert-Butyl-2-p-tolyl-2H-pyrazol-3-yl)-3-[4-(7-thiophen-3-yl-imidazo[1,2-a]pyridin-3-yl)-benzyl]-urea). Yield: 21.6%. Reaction SMILES: [S:1]1[CH:5]=[CH:4][C:3]([C:6]2[CH:11]=[CH:10][N:9]3[C:12]([C:15]4[CH:22]=[CH:21][C:18]([CH2:19][NH2:20])=[CH:17][CH:16]=4)=[CH:13][N:14]=[C:8]3[CH:7]=2)=[CH:2]1.ClC(Cl)(Cl)C[O:26][C:27](=O)[NH:28][C:29]1[N:30]([C:38]2[CH:43]=[CH:42][C:41]([CH3:44])=[CH:40][CH:39]=2)[N:31]=[C:32]([C:34]([CH3:37])([CH3:36])[CH3:35])[CH:33]=1.C(N(C(C)C)CC)(C)C>CS(C)=O>[C:34]([C:32]1[CH:33]=[C:29]([NH:28][C:27]([NH:20][CH2:19][C:18]2[CH:21]=[CH:22][C:15]([C:12]3[N:9]4[CH:10]=[CH:11][C:6]([C:3]5[CH:4]=[CH:5][S:1][CH:2]=5)=[CH:7][C:8]4=[N:14][CH:13]=3)=[CH:16][CH:17]=2)=[O:26])[N:30]([C:38]2[CH:43]=[CH:42][C:41]([CH3:44])=[CH:40][CH:39]=2)[N:31]=1)([CH3:37])([CH3:35])[CH3:36]. Procedure details: Dissolve 4-(7-thien-3-yl-imidazo[1,2-a]pyridin-3-yl)-benzylamine (0.058 g, 0.19 mmol), (5-tert-butyl-2-p-tolyl-2H-pyrazol-3-yl)-carbamic acid 2,2,2-trichloro-ethyl ester (0.093 g, 0.23 mmol) and diisopropylethylamine (0.071 g, 0.55 mmol) in DMSO (3.6 mL). Heat the mixture at 62° C. for 8 hours. After evaporation of solvent, dilute the reaction with water and ethyl acetate. Extract the water phase with ethyl acetate and wash the combined organic layers with saturated aqueous saturated sodium chlo... The reactants are CCCC[N+](CCCC)(CCCC)CCCC, CC(C)C(=O)Nc1cccc(C2CCNCC2)c1, COC(CCCl)c1ccc(Cl)cc1, CCN(C(C)C)C(C)C, [I-], C1COCCO1. The product is COC(CCN1CCC(c2cccc(NC(=O)C(C)C)c2)CC1)c1ccc(Cl)cc1. As a reaction SMILES: [CH2:42]([N+:43]([CH2:44][CH2:45][CH2:46][CH3:47])([CH2:48][CH2:49][CH2:50][CH3:51])[CH2:52][CH2:53][CH2:54][CH3:55])[CH2:56][CH2:57][CH3:58].[CH3:14][CH:15]([C:16](=[O:17])[NH:18][c:19]1[cH:20][c:21]([CH:25]2[CH2:26][CH2:27][NH:28][CH2:29][CH2:30]2)[cH:22][cH:23][cH:24]1)[CH3:31].[CH3:1][O:2][CH:3]([CH2:4][CH2:5][Cl:6])[c:7]1[cH:8][cH:9][c:10]([Cl:13])[cH:11][cH:12]1.[CH:32]([N:33]([CH:34]([CH3:35])[CH3:36])[CH2:37][CH3:38])([CH3:39])[CH3:40].[I-:41].[O:59]1[CH2:60][CH2:61][O:62][CH2:63][CH2:64]1>>[CH3:1][O:2][CH:3]([CH2:4][CH2:5][N:28]1[CH2:27][CH2:26][CH:25]([c:21]2[cH:20][c:19]([NH:18][C:16]([CH:15]([CH3:14])[CH3:31])=[O:17])[cH:24][cH:23][cH:22]2)[CH2:30][CH2:29]1)[c:7]1[cH:8][cH:9][c:10]([Cl:13])[cH:11][cH:12]1. The reactants are N1=CC=CC2=CC(=CC=C12)O (quinolin-6-ol), BrC=1C=C(C=CC1)N=C=O (3-bromo-phenyl isocyanate), C([O-])([O-])=O.[K+].[K+] (potassium carbonate), [I-].[K+] (potassium iodide). Solvent: CN(C=O)C (dimethylformamide), O (water). Yields the product N1=CC=CC2=CC(=CC=C12)OC(NC1=CC(=CC=C1)Br)=O ((3-bromo-phenyl)-carbamic acid quinolin-6-yl ester). RXN SMILES: [N:1]1[C:10]2[C:5](=[CH:6][C:7]([OH:11])=[CH:8][CH:9]=2)[CH:4]=[CH:3][CH:2]=1.[Br:12][C:13]1[CH:14]=[C:15]([N:19]=[C:20]=[O:21])[CH:16]=[CH:17][CH:18]=1.C(=O)([O-])[O-].[K+].[K+].[I-].[K+]>CN(C)C=O.O>[N:1]1[C:10]2[C:5](=[CH:6][C:7]([O:11][C:20](=[O:21])[NH:19][C:15]3[CH:16]=[CH:17][CH:18]=[C:13]([Br:12])[CH:14]=3)=[CH:8][CH:9]=2)[CH:4]=[CH:3][CH:2]=1 |f:2.3.4,5.6|. Reported procedure: A mixture of quinolin-6-ol (0.29 g, 2 mmol), 3-bromo-phenyl isocyanate (0.47 g., 2.4 mmol), potassium carbonate 0.28 g. (0.28 g. 2 mmol) and potassium iodide (0.32 g.) in dry dimethylformamide (2 ml) was heated at 80° C. for 20 hours. The reaction mixture was diluted with water (5 ml), extracted with ethyl acetate (2×5 ml) and dried over sodium sulphate. The combined ethyl acetate fractions were concentrated under vaccum. The residue was washed with methanol (2×3 ml) to give 1d, yield: 0.34 g. (... The reactants are OOS(=O)[O-].[K+] (OXONE), CCOC(=O)C (EtOAc), C=CCCCCCCCC (1-Decene), [O-]S(=O)[O-].[Na+].[Na+] (Na2SO3). Reagents/catalysts: O=[Os](=O)(=O)=O (OsO4). The solvent is CN(C)C=O (DMF). Run at time 5 minute. Product: C(CCCCCCCC)(=O)O (Nonanoic acid). The yield is 93.0%. As a reaction SMILES: [CH2:1]=[CH:2][CH2:3][CH2:4][CH2:5][CH2:6][CH2:7]CCC.OOS([O-])=O.[K+].[O-]S([O-])=O.[Na+].[Na+].CC[O:25][C:26]([CH3:28])=[O:27]>CN(C=O)C.O=[Os](=O)(=O)=O>[C:26]([OH:25])(=[O:27])[CH2:28][CH2:1][CH2:2][CH2:3][CH2:4][CH2:5][CH2:6][CH3:7] |f:1.2,3.4.5|. Procedure: 1-Decene (100 mg) was dissolved in DMF (6 mL), and OsO4 (0.088 mL, 2.5% in tBuOH) was added and stirred for 5 min. OXONE (1.75 g) was added in one portion and the reaction had a final volume (8 mL). The reaction was stirred at room temperature for 3 hours or until the solution becomes colorless. This usually marks the completion of the reaction which was verified by TLC or GC. Na2SO3 (600 mg) was added, to reduce the remaining Os(VIII), and stirred for an additional hour or until solution became... Starting materials: [Br-], CC(=O)c1cccc(-c2cc(C(F)(F)F)cc3ncn(-c4ccccc4)c23)c1, C[Mg+], C1CCOC1. Product: CC(C)(O)c1cccc(-c2cc(C(F)(F)F)cc3ncn(-c4ccccc4)c23)c1. As a reaction SMILES: [Br-:29].[C:1]([CH3:2])(=[O:3])[c:4]1[cH:5][c:6](-[c:10]2[cH:11][c:12]([C:25]([F:26])([F:27])[F:28])[cH:13][c:14]3[c:15]2[n:16](-[c:19]2[cH:20][cH:21][cH:22][cH:23][cH:24]2)[cH:17][n:18]3)[cH:7][cH:8][cH:9]1.[CH3:30][Mg+:31].[O:32]1[CH2:33][CH2:34][CH2:35][CH2:36]1>>[C:1]([CH3:2])([OH:3])([c:4]1[cH:5][c:6](-[c:10]2[cH:11][c:12]([C:25]([F:26])([F:27])[F:28])[cH:13][c:14]3[c:15]2[n:16](-[c:19]2[cH:20][cH:21][cH:22][cH:23][cH:24]2)[cH:17][n:18]3)[cH:7][cH:8][cH:9]1)[CH3:30].